From a dataset of the Open Reaction Database (ORD), a public repository of structured organic reaction records. describe an organic reaction: reactants, conditions, products, and yield The reactants are ClC1=C(C(=O)NCCCN2C(CCC2)=O)C=C(C(=C1)N1CCN(CC1)C1=C(C=CC(=C1)C)C)[N+](=O)[O-] (2-chloro-4-[4-(2,5-dimethyl-phenyl)-piperazin-1-yl]-5-nitro-N-[3-(2-oxo-pyrrolidin-1-yl)-propyl]-benzamide), C(C)O (ethanol), C(C)(=O)O (acetic acid). Reagents/catalysts: [Fe] (iron). Run at temperature 75 celsius, time 4 hour. The product is crude product, NC=1C(=CC(=C(C(=O)NCCCN2C(CCC2)=O)C1)Cl)N1CCN(CC1)C1=C(C=CC(=C1)C)C (5-amino-2-chloro-4-[4-(2,5-dimethyl-phenyl)-piperazin-1-yl]-N-[3-(2-oxo-pyrrolidin-1-yl)-propyl]-benzamide). Yield: 80.5%. Reaction SMILES: C(O)C.C(O)(=O)C.[Cl:8][C:9]1[CH:26]=[C:25]([N:27]2[CH2:32][CH2:31][N:30]([C:33]3[CH:38]=[C:37]([CH3:39])[CH:36]=[CH:35][C:34]=3[CH3:40])[CH2:29][CH2:28]2)[C:24]([N+:41]([O-])=O)=[CH:23][C:10]=1[C:11]([NH:13][CH2:14][CH2:15][CH2:16][N:17]1[CH2:21][CH2:20][CH2:19][C:18]1=[O:22])=[O:12]>[Fe]>[NH2:41][C:24]1[C:25]([N:27]2[CH2:28][CH2:29][N:30]([C:33]3[CH:38]=[C:37]([CH3:39])[CH:36]=[CH:35][C:34]=3[CH3:40])[CH2:31][CH2:32]2)=[CH:26][C:9]([Cl:8])=[C:10]([CH:23]=1)[C:11]([NH:13][CH2:14][CH2:15][CH2:16][N:17]1[CH2:21][CH2:20][CH2:19][C:18]1=[O:22])=[O:12]. Reported procedure: In a 250 ml round bottom flask equipped with a magnetic stir bar and fitted with a septum with a nitrogen inlet, the iron powder (578.30 mg, 10.36 mmol) was suspended in clean, dry, reagent-grade ethanol (50.00 ml, 856.34 mmol) and was stirred vigorously at room temperature under nitrogen as the acetic acid (5.00 ml, 87.34 mmol) was added. The 2-chloro-4-[4-(2,5-dimethyl-phenyl)-piperazin-1-yl]-5-nitro-N-[3-(2-oxo-pyrrolidin-1-yl)-propyl]-benzamide 12c (212.90 mg, 0.41 mmol) was added in one por...